describe an organic reaction: reactants, conditions, products, and yield From a dataset of the Open Reaction Database (ORD), a public repository of structured organic reaction records. Starting materials: CCl (CH3Cl), C1(CCCC1)OC=1C=C(C=CC1O)C1CC(N(C1)C=1C=C(C#N)C=CC1)=O (3-[4-(3-cyclopentyloxy-4-hydroxyphenyl)-2-oxo-pyrrolidin-1-yl]benzonitrile), C([O-])([O-])=O.[K+].[K+] (potassium carbonate), C1(CC1)CBr (cyclopropylmethyl bromide). Solvent: CCOC(=O)C (EtOAc), CN(C)C=O (DMF). Conditions: time 20 hour. The product is C1(CCCC1)OC=1C=C(C=CC1OCC1CC1)C1CC(N(C1)C=1C=C(C#N)C=CC1)=O (3-[4-(3-cyclopentyloxy-4-cyclopropylmethoxyphenyl)-2-oxo-pyrrolidin-1-yl]benzonitrile). Yield: 83.0%. Reaction SMILES: [CH:1]1([O:6][C:7]2[CH:8]=[C:9]([CH:14]3[CH2:18][N:17]([C:19]4[CH:20]=[C:21]([CH:24]=[CH:25][CH:26]=4)[C:22]#[N:23])[C:16](=[O:27])[CH2:15]3)[CH:10]=[CH:11][C:12]=2[OH:13])[CH2:5][CH2:4][CH2:3][CH2:2]1.C(=O)([O-])[O-].[K+].[K+].[CH:34]1([CH2:37]Br)[CH2:36][CH2:35]1.CCl>CN(C=O)C.CCOC(C)=O>[CH:1]1([O:6][C:7]2[CH:8]=[C:9]([CH:14]3[CH2:18][N:17]([C:19]4[CH:20]=[C:21]([CH:24]=[CH:25][CH:26]=4)[C:22]#[N:23])[C:16](=[O:27])[CH2:15]3)[CH:10]=[CH:11][C:12]=2[O:13][CH2:37][CH:34]2[CH2:36][CH2:35]2)[CH2:5][CH2:4][CH2:3][CH2:2]1 |f:1.2.3|. Reported procedure: A mixture of 3-[4-(3-cyclopentyloxy-4-hydroxyphenyl)-2-oxo-pyrrolidin-1-yl]benzonitrile (1 mmol), potassium carbonate (2.5 mmol), cyclopropylmethyl bromide (2 mmol) in DMF was created in a dry round bottom flask. The mixture was stirred for 20 h, diluted with EtOAc (or CH3Cl) and filtered through celite. The filtrate was washed with water and then brine, dried over MgSO4, and concentrated under reduced pressure. The residue was purified by column chromatography on silica gel to give pure product... Reactants: CSC1=NC=C(C(=N1)C1=CC=C(C=C1)Cl)C1=C(C=C(C=C1)Cl)Cl (2-Methylthio-4-(4-chlorophenyl)-5-(2,4-dichlorophenyl)pyrimidine), FC1=CC=C(CO)C=C1 (4-fluorobenzyl alcohol). The product is FC1=CC=C(COC2=NC=C(C(=N2)C2=CC=C(C=C2)Cl)C2=C(C=C(C=C2)Cl)Cl)C=C1 (2-(4-fluorobenzyloxy)-4-(4-chloro-phenyl)-5-(2,4-dichlorophenyl)pyrimidine). RXN SMILES: CS[C:3]1[N:8]=[C:7]([C:9]2[CH:14]=[CH:13][C:12]([Cl:15])=[CH:11][CH:10]=2)[C:6]([C:16]2[CH:21]=[CH:20][C:19]([Cl:22])=[CH:18][C:17]=2[Cl:23])=[CH:5][N:4]=1.[F:24][C:25]1[CH:32]=[CH:31][C:28]([CH2:29][OH:30])=[CH:27][CH:26]=1>>[F:24][C:25]1[CH:32]=[CH:31][C:28]([CH2:29][O:30][C:3]2[N:8]=[C:7]([C:9]3[CH:14]=[CH:13][C:12]([Cl:15])=[CH:11][CH:10]=3)[C:6]([C:16]3[CH:21]=[CH:20][C:19]([Cl:22])=[CH:18][C:17]=3[Cl:23])=[CH:5][N:4]=2)=[CH:27][CH:26]=1. Reported procedure: 2-Methylthio-4-(4-chlorophenyl)-5-(2,4-dichlorophenyl)pyrimidine from Reference Example 3 was reacted with 4-fluorobenzyl alcohol according to the procedure described in Example 59 to afford 2-(4-fluorobenzyloxy)-4-(4-chloro-phenyl)-5-(2,4-dichlorophenyl)pyrimidine (HRf): HPLC/MS: m/e=459 (M+30 1); Rt=4.80 min; 1H-NMR 500 MHz (CDCl3): δ 5.58 (s, 2H), 7.05-7.15 (m, 3H), 7.23-7.30 (m, 3H), 7.39 (d, J=9 Hz, 2H), 7.41-7.49 (m, 1H), 7.50-7.58 (m, 2H), 8.48 (s, 1H). Starting materials: CC#CC(=O)[O-] (Methylpropiolate), C[Si](C)(C)N=[N+]=[N-] (trimethylsilyl azide), CO (methanol). Run at temperature 105 celsius, time 72 hour. Product: N1N=NC(=C1)C(=O)OC (methyl 1,2,3-triazole-4-carboxylate). Reaction SMILES: C[C:2]#[C:3][C:4]([O-:6])=[O:5].C[Si]([N:11]=[N+:12]=[N-:13])(C)C.[CH3:14]O>>[NH:11]1[CH:2]=[C:3]([C:4]([O:6][CH3:14])=[O:5])[N:13]=[N:12]1. Procedure details: Methylpropiolate (20 g) and trimethylsilyl azide (68.6 g) were added to a pressure-resistant tube, and the mixture was stirred for 72 hours at 105° C. After allowing the mixture to be cooled to room temperature, methanol was added to the mixture, and the solvent was removed under reduced pressure, and the obtained residue was washed with diethylether/methanol to give methyl 1,2,3-triazole-4-carboxylate (22.7 g). Reactants: CC1=C(C)C(C)C(c2ccccc2C=O)=C1C, CCO, NNc1ccccc1. Product: CC1=C(C)C(C)C(c2ccccc2C=NNc2ccccc2)=C1C. As a reaction SMILES: [CH3:1][C:2]1=[C:3]([c:10]2[c:11]([CH:12]=[O:13])[cH:14][cH:15][cH:16][cH:17]2)[CH:4]([CH3:9])[C:5]([CH3:8])=[C:6]1[CH3:7].[CH3:26][CH2:27][OH:28].[NH2:18][NH:19][c:20]1[cH:21][cH:22][cH:23][cH:24][cH:25]1>>[CH3:1][C:2]1=[C:3]([c:10]2[c:11]([CH:12]=[N:18][NH:19][c:20]3[cH:21][cH:22][cH:23][cH:24][cH:25]3)[cH:14][cH:15][cH:16][cH:17]2)[CH:4]([CH3:9])[C:5]([CH3:8])=[C:6]1[CH3:7].